This data is from the Open Reaction Database (ORD), a public repository of structured organic reaction records. The task is: describe an organic reaction: reactants, conditions, products, and yield Starting materials: O=C(O)CNC(=O)Cc1ccc(Cl)cc1SC(=O)c1ccccc1, N. The product is O=C(O)CNC(=O)Cc1ccc(Cl)cc1S. Reaction SMILES: [C:1](=[O:2])([c:3]1[cH:4][cH:5][cH:6][cH:7][cH:8]1)[S:9][c:10]1[c:11]([CH2:17][C:18](=[O:19])[NH:20][CH2:21][C:22](=[O:23])[OH:24])[cH:12][cH:13][c:14]([Cl:16])[cH:15]1.[NH3:25]>>[SH:9][c:10]1[c:11]([CH2:17][C:18](=[O:19])[NH:20][CH2:21][C:22](=[O:23])[OH:24])[cH:12][cH:13][c:14]([Cl:16])[cH:15]1. The reactants are BrC=1C=C2C=NN(C2=CC1)C1=CC(=CC=C1)OC (5-bromo-1-(3-methoxy-phenyl)-1H-indazole), ClC1=C(C=CC(=C1)Cl)C(C=O)C (2-(2,4-dichloro-phenyl)-propionaldehyde). The product is ClC1=C(C=CC(=C1)Cl)C(C(O)C=1C=C2C=NN(C2=CC1)C1=CC(=CC=C1)OC)C (2-(2,4-dichloro-phenyl)-1-[1-(3-methoxy-phenyl)-1H-indazol-5-yl]-propan-1-ol). As a reaction SMILES: Br[C:2]1[CH:3]=[C:4]2[C:8](=[CH:9][CH:10]=1)[N:7]([C:11]1[CH:16]=[CH:15][CH:14]=[C:13]([O:17][CH3:18])[CH:12]=1)[N:6]=[CH:5]2.[Cl:19][C:20]1[CH:25]=[C:24]([Cl:26])[CH:23]=[CH:22][C:21]=1[CH:27]([CH3:30])[CH:28]=[O:29]>>[Cl:19][C:20]1[CH:25]=[C:24]([Cl:26])[CH:23]=[CH:22][C:21]=1[CH:27]([CH3:30])[CH:28]([C:2]1[CH:3]=[C:4]2[C:8](=[CH:9][CH:10]=1)[N:7]([C:11]1[CH:16]=[CH:15][CH:14]=[C:13]([O:17][CH3:18])[CH:12]=1)[N:6]=[CH:5]2)[OH:29]. Procedure: In analogy to Example 186, 5-bromo-1-(3-methoxy-phenyl)-1H-indazole was reacted with 2-(2,4-dichloro-phenyl)-propionaldehyde to give 2-(2,4-dichloro-phenyl)-1-[1-(3-methoxy-phenyl)-1H-indazol-5-yl]-propan-1-ol which was oxidized to 2-(2,4-dichloro-phenyl)-1-[1-(3-methoxy-phenyl)-1H-indazol-5-yl]-propan-1-one and converted further to the title compound. Colorless solid. MS (m/e)=495.2 [M+H+].